From a dataset of the Open Reaction Database (ORD), a public repository of structured organic reaction records. describe an organic reaction: reactants, conditions, products, and yield The reactants are CCO, Cc1cc2ncc(C(N)=O)cn2n1, [Na+], [OH-], O. The product is Cc1cc2ncc(C(=O)O)cn2n1. As a reaction SMILES: [CH3:17][CH2:18][OH:19].[CH3:1][c:2]1[n:3][n:4]2[c:5]([n:6][cH:7][c:8]([C:10](=[O:11])[NH2:12])[cH:9]2)[cH:13]1.[Na+:15].[OH-:14].[OH2:16]>>[CH3:1][c:2]1[n:3][n:4]2[c:5]([n:6][cH:7][c:8]([C:10](=[O:11])[OH:14])[cH:9]2)[cH:13]1. Starting materials: C(Cl)Cl (CH2Cl2), C(=O)(O)[O-].[Na+] (NaHCO3), IC=1N=C(NC1)[C@H]1N(C[C@H](C1)C)C(=O)OC(C)(C)C (tert-butyl (2S,4S)-2-(4-iodo-1H-imidazol-2-yl)-4-methyl-pyrrolidine-1-carboxylate), C[Si](C#CC1=CC=C(C=C1)B(O)O)(C)C ([4-(2-trimethylsilylethynyl)phenyl]boronic acid), Pd(DPPF)(Cl)2. Run in C(C)(C)O (isopropanol). Reaction conditions: temperature 85 celsius. The product is C[C@H]1C[C@H](N(C1)C(=O)OC(C)(C)C)C=1NC=C(N1)C1=CC=C(C=C1)C#C[Si](C)(C)C (tert-butyl (2S,4S)-4-methyl-2-[4-[4-(2-trimethylsilylethynyl)phenyl]-1H-imidazol-2-yl]pyrrolidine-1-carboxylate). Yield: 99.7%. RXN SMILES: I[C:2]1[N:3]=[C:4]([C@@H:7]2[CH2:11][C@H:10]([CH3:12])[CH2:9][N:8]2[C:13]([O:15][C:16]([CH3:19])([CH3:18])[CH3:17])=[O:14])[NH:5][CH:6]=1.[CH3:20][Si:21]([CH3:34])([CH3:33])[C:22]#[C:23][C:24]1[CH:29]=[CH:28][C:27](B(O)O)=[CH:26][CH:25]=1.C(Cl)Cl.C([O-])(O)=O.[Na+]>C(O)(C)C>[CH3:12][C@@H:10]1[CH2:9][N:8]([C:13]([O:15][C:16]([CH3:19])([CH3:18])[CH3:17])=[O:14])[C@H:7]([C:4]2[NH:5][CH:6]=[C:2]([C:27]3[CH:28]=[CH:29][C:24]([C:23]#[C:22][Si:21]([CH3:20])([CH3:34])[CH3:33])=[CH:25][CH:26]=3)[N:3]=2)[CH2:11]1 |f:3.4|. Procedure: To a solution of tert-butyl (2S,4S)-2-(4-iodo-1H-imidazol-2-yl)-4-methyl-pyrrolidine-1-carboxylate (150 mg, 0.3976 mmol) and ([4-(2-trimethylsilylethynyl)phenyl]boronic acid (130 mg, 0.6 mmol) in isopropanol (3 mL) are added sequentially Pd(DPPF)(Cl)2.CH2Cl2 (16 mg, 0.02 mmol), and 2 M NaHCO3 (600 uL, 1.2 mmol). The mixture is heated to 85° C. in a sealed tube overnight. After reaction, the solvent is removed under reduced pressure and the residue is purified by flash column chromatography on si...